From a dataset of the Open Reaction Database (ORD), a public repository of structured organic reaction records. describe an organic reaction: reactants, conditions, products, and yield Starting materials: ClP(c1ccccc1)c1ccccc1, CC(C)c1nc(N(C)S(C)(=O)=O)nc(-c2ccc(F)cc2)c1CO, [H-], [I-], [Na+], [Na+], [Na+], O=S([O-])O, Cc1ccccc1C. Product: CC(C)c1nc(N(C)S(C)(=O)=O)nc(-c2ccc(F)cc2)c1CP(=O)(c1ccccc1)c1ccccc1. Reaction SMILES: [Cl:27][P:28]([c:29]1[cH:30][cH:31][cH:32][cH:33][cH:34]1)[c:35]1[cH:36][cH:37][cH:38][cH:39][cH:40]1.[F:1][c:2]1[cH:3][cH:4][c:5](-[c:8]2[n:9][c:10]([N:19]([S:20](=[O:21])(=[O:22])[CH3:23])[CH3:24])[n:11][c:12]([CH:16]([CH3:17])[CH3:18])[c:13]2[CH2:14][OH:15])[cH:6][cH:7]1.[H-:25].[I-:42].[Na+:26].[Na+:41].[Na+:47].[S:43]([O-:44])(=[O:45])[OH:46].[c:48]1([CH3:49])[c:50]([CH3:51])[cH:52][cH:53][cH:54][cH:55]1>>[F:1][c:2]1[cH:3][cH:4][c:5](-[c:8]2[n:9][c:10]([N:19]([S:20](=[O:21])(=[O:22])[CH3:23])[CH3:24])[n:11][c:12]([CH:16]([CH3:17])[CH3:18])[c:13]2[CH2:14][P:28]([c:29]2[cH:30][cH:31][cH:32][cH:33][cH:34]2)([c:35]2[cH:36][cH:37][cH:38][cH:39][cH:40]2)=[O:44])[cH:6][cH:7]1. Reactants: ClCCCN1C(NC2=C1C=CC=C2)=O (1-(3-chloropropyl)-1,3-dihydro-2H-benzimidazol-2-one), ClC1=CC2=C(N(C(N2)=O)C2CCNCC2)C=C1 (5-chloro-1,3-dihydro-1-(4-piperidinyl)-2H-benzimidazol-2-one), C([O-])([O-])=O.[Na+].[Na+] (sodium carbonate), [I-].[K+] (potassium iodide). Run in CC(CC(C)=O)C (4-methyl-2-pentanone), O (water). The product is ClC1=CC2=C(N(C(N2)=O)C2CCN(CC2)CCCN2C(NC3=C2C=CC=C3)=O)C=C1 (5-chloro-1-{1-[3-(1,3-dihydro-2-oxo-2H-benzimidazol-1-yl)propyl]-4-piperidinyl}-1,3-dihydro-2H-benzimidazol-2-one). The yield is 30.0%. Reaction SMILES: Cl[CH2:2][CH2:3][CH2:4][N:5]1[C:9]2[CH:10]=[CH:11][CH:12]=[CH:13][C:8]=2[NH:7][C:6]1=[O:14].[Cl:15][C:16]1[CH:31]=[CH:30][C:19]2[N:20]([CH:24]3[CH2:29][CH2:28][NH:27][CH2:26][CH2:25]3)[C:21](=[O:23])[NH:22][C:18]=2[CH:17]=1.C(=O)([O-])[O-].[Na+].[Na+].[I-].[K+]>O.CC(C)CC(=O)C>[Cl:15][C:16]1[CH:31]=[CH:30][C:19]2[N:20]([CH:24]3[CH2:25][CH2:26][N:27]([CH2:2][CH2:3][CH2:4][N:5]4[C:9]5[CH:10]=[CH:11][CH:12]=[CH:13][C:8]=5[NH:7][C:6]4=[O:14])[CH2:28][CH2:29]3)[C:21](=[O:23])[NH:22][C:18]=2[CH:17]=1 |f:2.3.4,5.6|. Reported procedure: A mixture of 2.3 parts of 1-(3-chloropropyl)-1,3-dihydro-2H-benzimidazol-2-one, 2.5 parts of 5-chloro-1,3-dihydro-1-(4-piperidinyl)-2H-benzimidazol-2-one, 3.2 parts of sodium carbonate, 0.1 parts of potassium iodide and 80 parts of 4-methyl-2-pentanone is stirred and refluxed for 24 hours. The reaction mixture is cooled to room temperature and water is added. The undissolved product is filtered off and purified by column-chromatography over silica gel using a mixture of trichloromethane and 10% ... Starting materials: C(C1=CC=CC=C1)OC(=O)N1[C@@H](C[C@H](C1)OS(=O)(=O)C)COCC(C)=O ({2S,4R)-1-benzyloxycarbonyl-2-(2-oxopropyl)oxymethyl-4-methanesulfonyloxypyrrolidine), [BH4-].[Na+] (sodium borohydride), CC(=O)C (acetone). The solvent is C(C)O (ethanol). Run at time 7 hour. The product is C(C1=CC=CC=C1)OC(=O)N1[C@@H](C[C@H](C1)OS(=O)(=O)C)COCC(C)O ((2S,4R)-1-benzyloxycarbonyl-2-(2-hydroxypropyl)oxymethyl-4-methanesulfonyloxypyrrolidine). Yield: 60.5%. As a reaction SMILES: [CH2:1]([O:8][C:9]([N:11]1[CH2:15][C@H:14]([O:16][S:17]([CH3:20])(=[O:19])=[O:18])[CH2:13][C@H:12]1[CH2:21][O:22][CH2:23][C:24](=[O:26])[CH3:25])=[O:10])[C:2]1[CH:7]=[CH:6][CH:5]=[CH:4][CH:3]=1.[BH4-].[Na+].CC(C)=O>C(O)C>[CH2:1]([O:8][C:9]([N:11]1[CH2:15][C@H:14]([O:16][S:17]([CH3:20])(=[O:19])=[O:18])[CH2:13][C@H:12]1[CH2:21][O:22][CH2:23][CH:24]([OH:26])[CH3:25])=[O:10])[C:2]1[CH:3]=[CH:4][CH:5]=[CH:6][CH:7]=1 |f:1.2|. Reported procedure: To a solution of {2S,4R)-1-benzyloxycarbonyl-2-(2-oxopropyl)oxymethyl-4-methanesulfonyloxypyrrolidine (12 g) in ethanol (120 ml) was added by portions sodium borohydride (2.4 g) at 0° C. After 7 hours, to the reaction mixture was added dropwise acetone (20 ml) carefully at 0° C. and the solvent was evaporated in vacuo. To the resultant residue were added ethyl acetate (200 ml) and water (100 ml), the organic layer was separated, washed with brine (100 ml) and dried over magnesium sulfate. Evapor... Reactants: BrC=1SC=CN1 (2-bromothiazole), [Si](C)(C)(C(C)(C)C)O[C@@H](\C=N\[S@@](=O)C(C)(C)C)CO[Si](C)(C)C(C)(C)C ((S,E)-N-((S)-2,3-bis(tert-butyldimethylsilyloxy)propylidene)-2-methylpropane-2-sulfinamide). Run in CCOCC (ether), CCOCC (ether), hexanes. Conditions: time 30 minute. Yields the product [Si](C)(C)(C(C)(C)C)O[C@@H]([C@H](C=1SC=CN1)N[S@@](=O)C(C)(C)C)CO[Si](C)(C)C(C)(C)C ((S)-N-((1R,2S)-2,3-bis(tert-butyldimethylsilyloxy)-1-(thiazol-2-yl)propyl)-2-methylpropane-2-sulfinamide). The yield is 83.0%. Reaction SMILES: Br[C:2]1[S:3][CH:4]=[CH:5][N:6]=1.[Si:7]([O:14][C@H:15]([CH2:24][O:25][Si:26]([C:29]([CH3:32])([CH3:31])[CH3:30])([CH3:28])[CH3:27])/[CH:16]=[N:17]/[S@:18]([C:20]([CH3:23])([CH3:22])[CH3:21])=[O:19])([C:10]([CH3:13])([CH3:12])[CH3:11])([CH3:9])[CH3:8]>CCOCC>[Si:7]([O:14][C@H:15]([CH2:24][O:25][Si:26]([C:29]([CH3:32])([CH3:31])[CH3:30])([CH3:27])[CH3:28])[C@@H:16]([NH:17][S@:18]([C:20]([CH3:21])([CH3:22])[CH3:23])=[O:19])[C:2]1[S:3][CH:4]=[CH:5][N:6]=1)([C:10]([CH3:13])([CH3:11])[CH3:12])([CH3:9])[CH3:8]. Procedure: A solution of 2-bromothiazole (7.9 ml, 89 mmol) in 200 mL ether was cooled to −78° C. and treated with a solution of n-butylithium (36 ml, 89 mmol) (2.5N in hexanes). After stirring for 30 minutes the reaction mixture was slowly added to a cooled (−78° C.) suspension of (S,E)-N-((S)-2,3-bis(tert-butyldimethylsilyloxy)propylidene)-2-methylpropane-2-sulfinamide (25.000 g, 59 mmol) in 100 mL ether. The reaction mixture was allowed to stir at −78° C. for one hour. The reaction mixture was quenched w... Starting materials: C(C)(=O)Cl (Acetyl chloride), C(=O)O.CN1C(N(C(C2=CC=CC=C12)=O)CCNC[C@@H]1CN(C(O1)=O)C=1C=CC=2SCC(NC2N1)=O)=O (1-methyl-3-(2-{[(R)-2-oxo-3-(3-oxo-3,4-dihydro-2H-pyrido[3,2-b][1,4]thiazin-6-yl)-oxazolidin-5-ylmethyl]-amino}-ethyl)-1H-quinazoline-2,4-dione formate salt), TEA. Run in CN(C)C=O (DMF), CCOCC (ether). Reaction conditions: time 8 hour. Product: CN1C(N(C(C2=CC=CC=C12)=O)CCN(C(C)=O)C[C@@H]1CN(C(O1)=O)C=1C=CC=2SCC(NC2N1)=O)=O (N-[2-(1-methyl-2,4-dioxo-1,4-dihydro-2H-quinazolin-3-yl)-ethyl]-N-[(R)-2-oxo-3-(3-oxo-3,4-dihydro-2H-pyrido[3,2-b][1,4]thiazin-6-yl)-oxazolidin-5-ylmethyl]-acetamide). Isolated yield 42.0%. As a reaction SMILES: [C:1](Cl)(=[O:3])[CH3:2].C(O)=O.[CH3:8][N:9]1[C:18]2[C:13](=[CH:14][CH:15]=[CH:16][CH:17]=2)[C:12](=[O:19])[N:11]([CH2:20][CH2:21][NH:22][CH2:23][C@H:24]2[O:28][C:27](=[O:29])[N:26]([C:30]3[CH:31]=[CH:32][C:33]4[S:34][CH2:35][C:36](=[O:40])[NH:37][C:38]=4[N:39]=3)[CH2:25]2)[C:10]1=[O:41]>CN(C=O)C.CCOCC>[CH3:8][N:9]1[C:18]2[C:13](=[CH:14][CH:15]=[CH:16][CH:17]=2)[C:12](=[O:19])[N:11]([CH2:20][CH2:21][N:22]([CH2:23][C@H:24]2[O:28][C:27](=[O:29])[N:26]([C:30]3[CH:31]=[CH:32][C:33]4[S:34][CH2:35][C:36](=[O:40])[NH:37][C:38]=4[N:39]=3)[CH2:25]2)[C:1](=[O:3])[CH3:2])[C:10]1=[O:41] |f:1.2|. Procedure details: Acetyl chloride (0.009 ml) was added to a solution of the compound of Example 55 (56 mg) and TEA (0.017 ml) in DMF (2 ml). The mixture was stirred at rt overnight. The reaction mixture was partitioned between water and EA/MeOH 9:1. The aq. layer was extracted with EA/MeOH 9:1 and the combined org. layers were washed with brine, dried over MgSO4, filtered and concentrated under reduced pressure. The resulting material was purified by CC (EA/MeOH 19:1) and afforded, after stirring in ether, a slig... Reactants: Cl.C(C)OC(CC(=O)OCC)=N (ethyl β-ethoxy-β-iminopropionate hydrochloride). Solvent: CC(=O)C (acetone). Reaction conditions: temperature 110 celsius. Yields the product C(=O)(OCC)CC(=O)N (α-carbetoxyacetamide). The yield is 80.6%. Reaction SMILES: Cl.C([O:4][C:5](=[NH:12])[CH2:6][C:7]([O:9][CH2:10][CH3:11])=[O:8])C>CC(C)=O>[C:7]([CH2:6][C:5]([NH2:12])=[O:4])([O:9][CH2:10][CH3:11])=[O:8] |f:0.1|. Procedure: 200 g of ethyl β-ethoxy-β-iminopropionate hydrochloride were placed into a 1,000 ml flask and heated at 110° C. on an oil bath for 2 hours. The reaction mixture was redissolved with 500 ml of acetone, filtered by washing on the filter with other solvent. The filtrate was dried under vacuum and the obtained oily residue was grinded in 1,500 ml of ethyl ether. 108 g of a crystalline product were obtained. Upon TLC analysis, the product proved to be pure. The reactants are CO (methanol), FC1=CC=C(C=C1)C=1N=C(SC1)CC#N (2-(4-(4-fluorophenyl)thiazol-2-yl)acetonitrile), Cl (HCl). Solvent: O1CCCC1 (tetrahydrofuran), O1CCCC1 (tetrahydrofuran). Conditions: time 1 hour. Product: FC1=CC=C(C=C1)C=1N=C(SC1)CCN (2-(4-(4-Fluorophenyl)thiazol-2-yl)ethanamine). Yield: 25.0%. RXN SMILES: [F:1][C:2]1[CH:7]=[CH:6][C:5]([C:8]2[N:9]=[C:10]([CH2:13][C:14]#[N:15])[S:11][CH:12]=2)=[CH:4][CH:3]=1.CO.Cl>O1CCCC1>[F:1][C:2]1[CH:3]=[CH:4][C:5]([C:8]2[N:9]=[C:10]([CH2:13][CH2:14][NH2:15])[S:11][CH:12]=2)=[CH:6][CH:7]=1. Reported procedure: 2-(4-(4-fluorophenyl)thiazol-2-yl)acetonitrile (400 mg, 1.83 mmol) was dissolved in tetrahydrofuran (10 mL) at room temperature. Borane tetrahydrofuran complex solution (1M in tetrahydrofuran, 9.16 mL, 9.16 mmol) was added and the reaction mixture was stirred for 1 h at room temperature. The reaction mixture was cooled to 0° C. and quenched with methanol (5 eq., 0.4 mL). The reaction was allowed to warm to room temperature and 2N HCl was added until the reaction mixture was confirmed acidic by a...